Dataset: the Open Reaction Database (ORD), a public repository of structured organic reaction records. Task: describe an organic reaction: reactants, conditions, products, and yield Reactants: C(C(C)(C)C)(=O)OC=1C=C(C=CC1)C[C@@H](C(=O)OC)OC(C)C (Methyl (2S)-3-(3-pivaloyloxyphenyl)-2-isopropoxypropionate), C1(=CC=CC=C1)C (toluene), O (water), S(O)(O)(=O)=O (sulfuric acid). Solvent: CO (methanol). Reaction conditions: temperature 60 celsius, time 19 hour. Yields the product OC=1C=C(C=CC1)C[C@@H](C(=O)OC)OC(C)C (Methyl (2S)-3-(3-hydroxyphenyl)-2-isopropoxypropionate). The yield is 98.6%. As a reaction SMILES: C([O:7][C:8]1[CH:9]=[C:10]([CH2:14][C@H:15]([O:20][CH:21]([CH3:23])[CH3:22])[C:16]([O:18][CH3:19])=[O:17])[CH:11]=[CH:12][CH:13]=1)(=O)C(C)(C)C.S(=O)(=O)(O)O.C1(C)C=CC=CC=1.O>CO>[OH:7][C:8]1[CH:9]=[C:10]([CH2:14][C@H:15]([O:20][CH:21]([CH3:23])[CH3:22])[C:16]([O:18][CH3:19])=[O:17])[CH:11]=[CH:12][CH:13]=1. Procedure: Methyl (2S)-3-(3-pivaloyloxyphenyl)-2-isopropoxypropionate (12.1 kg, 37.5 mol) was dissolved in methanol (49 L) and then cooled, followed by adding dropwise concentrated sulfuric acid (3 L) to the reaction mixture at an internal temperature of 8.8° C. After stirring the reaction mixture at 60° C. for 19 hours, toluene (121 L) and water (61 L) were added to the mixture for separating. The aqueous layer was again extracted with toluene (121 L). The organic layers were then combined. The resultant ...